Dataset: the Open Reaction Database (ORD), a public repository of structured organic reaction records. Task: describe an organic reaction: reactants, conditions, products, and yield Starting materials: COC(=O)c1nc(Br)n2c1CN(C(=O)OC(C)(C)C)CC2, O=C([O-])[O-], Cc1ccccc1, [Cs+], [Cs+], [Na+], O=C([O-])O, OB(O)c1ccccc1. The product is COC(=O)c1nc(-c2ccccc2)n2c1CN(C(=O)OC(C)(C)C)CC2. RXN SMILES: [Br:1][c:2]1[n:3][c:4]([C:18](=[O:19])[O:20][CH3:21])[c:5]2[n:6]1[CH2:7][CH2:8][N:9]([C:11](=[O:12])[O:13][C:14]([CH3:15])([CH3:16])[CH3:17])[CH2:10]2.[C:31](=[O:32])([O-:33])[O-:34].[CH3:42][c:43]1[cH:44][cH:45][cH:46][cH:47][cH:48]1.[Cs+:35].[Cs+:36].[Na+:41].[O-:37][C:38]([OH:39])=[O:40].[c:22]1([B:28]([OH:29])[OH:30])[cH:23][cH:24][cH:25][cH:26][cH:27]1>>[c:2]1(-[c:22]2[cH:23][cH:24][cH:25][cH:26][cH:27]2)[n:3][c:4]([C:18](=[O:19])[O:20][CH3:21])[c:5]2[n:6]1[CH2:7][CH2:8][N:9]([C:11](=[O:12])[O:13][C:14]([CH3:15])([CH3:16])[CH3:17])[CH2:10]2. Reactants: ClCl (chlorine), BrBr (bromine), C(CCCC)C1=NC=C(C=C1)C=1SC=CC1 (2-(2-pentyl-5-pyridyl)-thiophene). Solvent: C(Cl)(Cl)(Cl)Cl (CCl4). Run at time 1 hour. Yields the product ClC1=CC=C(S1)C=1C=CC(=NC1)CCCCC (5-chloro-2-(2-pentyl-5-pyridyl)-thiophene). As a reaction SMILES: [Cl:1]Cl.BrBr.[CH2:5]([C:10]1[CH:15]=[CH:14][C:13]([C:16]2[S:17][CH:18]=[CH:19][CH:20]=2)=[CH:12][N:11]=1)[CH2:6][CH2:7][CH2:8][CH3:9]>C(Cl)(Cl)(Cl)Cl>[Cl:1][C:18]1[S:17][C:16]([C:13]2[CH:14]=[CH:15][C:10]([CH2:5][CH2:6][CH2:7][CH2:8][CH3:9])=[N:11][CH:12]=2)=[CH:20][CH:19]=1. Procedure: 7.3 g of chlorine are passed in, or 17 g of bromine are added dropwise, with stirring, to a solution of 23.1 g of 2-(2-pentyl-5-pyridyl)-thiophene in 40 ml of CCl4 at 20°. After the mixture has been left to stand for 1 hour, it is warned at 50° for 2 hours, washed with dilute sodium hydroxide solution and worked up in the customary manner to give 5-chloro-2-(2-pentyl-5-pyridyl)-thiophene, m.p. 32°, c.p. 18° (or 5-bromo-2-(2-pentyl-5-pyridyl)-thiophene). Starting materials: CC(C=NO)(CC=CCCC=CCC(N)CCCCCC)C (2,2-dimethyl-11-n-hexyl-11-amino-undeca-4,8-dienal-oxime), CC1(C=NC(CC=CCCC=CC1)CCCCCC)C (3,3-dimethyl-12-n-hexyl-1-aza-1,5,9-cyclododecatriene), S(=O)(=O)(O)O.NO (hydroxylamine sulfate), 1-n-hexyl-10,10-dimethyl-1,10-diaminoundecane, Cl (hydrochloric acid), C=CCCC(=O)O (4 Pa). Solvent: O (water). Product: C(CCCCC)C(CCCCCCCCC(CN)(C)C)N (1-n-Hexyl-10,10-dimethyl-1,11-diaminoundecane). As a reaction SMILES: CC1(C)CC=CCCC=CCC(CCCCCC)N=C1.S(O)(O)(=O)=O.NO.Cl.[CH3:29][C:30]([CH3:50])([CH2:34][CH:35]=[CH:36][CH2:37][CH2:38][CH:39]=[CH:40][CH2:41][CH:42]([CH2:44][CH2:45][CH2:46][CH2:47][CH2:48][CH3:49])[NH2:43])[CH:31]=[N:32]O.C=CCCC(O)=O>O>[CH2:44]([CH:42]([NH2:43])[CH2:41][CH2:40][CH2:39][CH2:38][CH2:37][CH2:36][CH2:35][CH2:34][C:30]([CH3:50])([CH3:29])[CH2:31][NH2:32])[CH2:45][CH2:46][CH2:47][CH2:48][CH3:49] |f:1.2|. Reported procedure: Reaction of 3,3-dimethyl-12-n-hexyl-1-aza-1,5,9-cyclododecatriene with hydroxylamine sulfate, in the presence of hydrochloric acid and water, to 2,2-dimethyl-11-n-hexyl-11-amino-undeca-4,8-dienal-oxime, and hydrogenation of this to given 1-n-hexyl-10,10-dimethyl-1,10-diaminoundecane; b.p. 135° C./4 Pa; nD20 =1.4624. Starting materials: BrC=1C=NC(=NC1)Cl (5-bromo-2-chloropyrimidine), CC1=C(C=C(N)C=C1)[N+](=O)[O-] (4-methyl-3-nitroaniline), CS(=O)(=O)O (methylsulphonic acid), O (water). Solvent: O1CCOCC1 (1,4-dioxane). The product is BrC=1C=NC(=NC1)NC1=CC(=C(C=C1)C)[N+](=O)[O-] (5-bromo-N-(4-methyl-3-nitrophenyl)pyrimidin-2-amine). As a reaction SMILES: [Br:1][C:2]1[CH:3]=[N:4][C:5](Cl)=[N:6][CH:7]=1.[CH3:9][C:10]1[CH:16]=[CH:15][C:13]([NH2:14])=[CH:12][C:11]=1[N+:17]([O-:19])=[O:18].CS(O)(=O)=O.O>O1CCOCC1>[Br:1][C:2]1[CH:3]=[N:4][C:5]([NH:14][C:13]2[CH:15]=[CH:16][C:10]([CH3:9])=[C:11]([N+:17]([O-:19])=[O:18])[CH:12]=2)=[N:6][CH:7]=1. Procedure details: 5-Bromo-2-chloropyrimidine 4 (50 mmol), 4-methyl-3-nitroaniline (60 mmol) and methylsulphonic acid (15 mmol) are heated at reflux in 1,4-dioxane (100 mL) for 16 h. The mixture is poured into water, filtered and dried under vacuum to give 5-bromo-N-(4-methyl-3-nitrophenyl)pyrimidin-2-amine 27 as a yellow solid. 1H NMR (400 MHz, d6-DMSO) δ 10.25 (s, 1H), 8.68 (s, 2H), 8.49 (d, J=2.0 Hz, 1H), 7.86 (dd, J=2.4, 8.4 Hz, 1H), 7.41 (d, J=8.4 Hz, 1H), 2.46 (s, 3H). MS (m/z) (M+1)+: 309.0, 311.0.